describe an organic reaction: reactants, conditions, products, and yield From a dataset of the Open Reaction Database (ORD), a public repository of structured organic reaction records. Reactants: CN(C1(CCC(CC1)CNC(=O)N1CC(CCC1)C1=CNC2=CC=C(C=C12)F)C1=CC=CC=C1)C (3-(5-fluoro-1H-indol-3-yl)piperidine-1-carboxylic acid-(4-dimethylamino-4-phenylcyclohexylmethyl)-amide), C(C)O (ethanol), C(CC(O)(C(=O)O)CC(=O)O)(=O)O (Citric acid). Reaction SMILES: [CH3:1][N:2]([CH3:35])[C:3]1([C:29]2[CH:34]=[CH:33][CH:32]=[CH:31][CH:30]=2)[CH2:8][CH2:7][CH:6]([CH2:9][NH:10][C:11]([N:13]2[CH2:18][CH2:17][CH2:16][CH:15]([C:19]3[C:27]4[C:22](=[CH:23][CH:24]=[C:25]([F:28])[CH:26]=4)[NH:21][CH:20]=3)[CH2:14]2)=[O:12])[CH2:5][CH2:4]1.C(O)C.[C:39]([OH:51])(=[O:50])[CH2:40][C:41]([CH2:46][C:47]([OH:49])=[O:48])([C:43]([OH:45])=[O:44])[OH:42]>C(OCC)C>[C:39]([OH:51])(=[O:50])[CH2:40][C:41]([CH2:46][C:47]([OH:49])=[O:48])([C:43]([OH:45])=[O:44])[OH:42].[CH3:1][N:2]([CH3:35])[C:3]1([C:29]2[CH:34]=[CH:33][CH:32]=[CH:31][CH:30]=2)[CH2:8][CH2:7][CH:6]([CH2:9][NH:10][C:11]([N:13]2[CH2:18][CH2:17][CH2:16][CH:15]([C:19]3[C:27]4[C:22](=[CH:23][CH:24]=[C:25]([F:28])[CH:26]=4)[NH:21][CH:20]=3)[CH2:14]2)=[O:12])[CH2:5][CH2:4]1 |f:4.5|. Yields the product C(CC(O)(C(=O)O)CC(=O)O)(=O)O.CN(C1(CCC(CC1)CNC(=O)N1CC(CCC1)C1=CNC2=CC=C(C=C12)F)C1=CC=CC=C1)C (3-(5-fluoro-1H-indol-3-yl)piperidine-1-carboxylic acid-(4-dimethylamino-4-phenylcyclohexylmethyl)-amide citrate). Procedure details: The polar diastereoisomer of 3-(5-fluoro-1H-indol-3-yl)piperidine-1-carboxylic acid-(4-dimethylamino-4-phenylcyclohexylmethyl)-amide (115 mg, 0.241 mmole) was dissolved in abs. ethanol (1.5 ml). Citric acid (46.8 mg, 0.244 mmole) was added in one portion at ca. 40° C. while stirring. No precipitate formed at RT. Diethyl ether (50 ml) was slowly added to the reaction solution. The resulting suspension was stirred for 1 hour at RT. The precipitate was filtered off, washed with diethyl ether (3×2 m... The solvent is C(C)OCC (Diethyl ether). Reactants: COC(=O)c1ccc(CBr)c(OC)c1, CCOC(=O)CC(C)=O, C1CCOC1, [H-], [Na+]. Product: CCOC(=O)C(Cc1ccc(C(=O)OC)cc1OC)C(C)=O. As a reaction SMILES: [Br:12][CH2:13][c:14]1[c:15]([O:24][CH3:25])[cH:16][c:17]([C:18](=[O:19])[O:20][CH3:21])[cH:22][cH:23]1.[C:3]([CH2:4][C:5](=[O:6])[CH3:7])(=[O:8])[O:9][CH2:10][CH3:11].[CH2:26]1[O:27][CH2:28][CH2:29][CH2:30]1.[H-:1].[Na+:2]>>[C:3]([CH:4]([C:5](=[O:6])[CH3:7])[CH2:13][c:14]1[c:15]([O:24][CH3:25])[cH:16][c:17]([C:18](=[O:19])[O:20][CH3:21])[cH:22][cH:23]1)(=[O:8])[O:9][CH2:10][CH3:11].